From a dataset of the Open Reaction Database (ORD), a public repository of structured organic reaction records. describe an organic reaction: reactants, conditions, products, and yield Reactants: C1[C@@H](CC[C@H](C1)C(=O)O)CN (Tranexamic acid), C(C)(=O)OC(C)=O (acetic anhydride), C(C)(=O)OC(C)=O (acetic anhydride), S(O)(O)(=O)=O (sulfuric acid), O (water). Conditions: time 8 hour. The product is C(C)(=O)NC[C@@H]1CC[C@H](CC1)C(=O)O (trans-{4-[(acetylamino) methyl]cyclohexyl}carboxylic acid). Isolated yield 98.0%. As a reaction SMILES: [CH2:1]1[CH2:6][C@H:5]([C:7]([OH:9])=[O:8])[CH2:4][CH2:3][C@H:2]1[CH2:10][NH2:11].S(=O)(=O)(O)O.O.[C:18](OC(=O)C)(=[O:20])[CH3:19]>>[C:18]([NH:11][CH2:10][C@H:2]1[CH2:3][CH2:4][C@H:5]([C:7]([OH:9])=[O:8])[CH2:6][CH2:1]1)(=[O:20])[CH3:19]. Reported procedure: Tranexamic acid (10 g, 63.6 mmol) was suspended in acetic anhydride (50 mL), this suspension was added with concentrated sulfuric acid (0.01 mL) at room temperature, and the mixture was stirred overnight at the same temperature. Under ice cooling, the reaction mixture was added with water (100 mL), and the mixture was stirred at room temperature for 1 hour to decompose excess acetic anhydride. The reaction solution was concentrated under reduced pressure, and the residue was further azeotroped w...